From a dataset of the Open Reaction Database (ORD), a public repository of structured organic reaction records. describe an organic reaction: reactants, conditions, products, and yield Reactants: C(C)(C)(C)N1NC(C(C1=O)=O)C (1-tert-butyl-3-methyl-4,5-pyrazolinedione), 1-tert-butyl-3-(5′-pyrazolyl)-4,5-pyrazolinedione, C(C)(C)(C)N1NC(C(C1=O)=O)C1=CC=C(C=C1)OC (1-tert-butyl-3-(4′-methoxyphenyl)-4,5-pyrazolinedione), C(C)(C)(C)N1NC(C(C1=O)=O)NC(C)=O (1-tert-butyl-3-acetamido-4,5-pyrazolinedione), C(C)(C)(C)N1NC(C(C1=O)=O)N(C)C (1-tert-butyl-3-dimethylamino-4,5-pyrazolinedione), 1-tert-butyl-3-(2′-furyl)-4,5-pyrazolinedione, C(C)(C)(C)N1NC(C(C1=O)=O)N(CC)CC (1-tert-butyl-3-diethylamino-4,5-pyrazolinedione), 1-tert-butyl-3-(2′-thienyl)-4,5-pyrazolinedione, C(C)(C)(C)N1NC(C(C1=O)=O)C1=CC=C(C=C1)C (1-tert-butyl-3-(4′-methylphenyl)-4,5-pyrazolinedione), C(C)(C)(C)N1NC(C(C1=O)=O)C1=CC=CC=C1 (1-tert-butyl-3-phenyl-4,5-pyrazolinedione), C(C)(C)(C)N1NC(C(C1=O)=O)C(=O)OC (1-tert-butyl-3-methoxycarbonyl-4,5-pyrazolinedione), C(C)(C)(C)N1NC(C(C1=O)=O)C(=O)OCC (1-tert-butyl-3-ethoxycarbonyl-4,5-pyrazolinedione), C(C)(C)(C)N1NC(C(C1=O)=O)C1=CC(=CC=C1)OC (1-tert-butyl-3-(3′-methoxyphenyl)-4,5-pyrazolinedione), C(C)(C)(C)N1NC(C(C1=O)=O)OCC (1-tert-butyl-3-ethoxy-4,5-pyrazolinedione), C(C)(C)(C)N1NC(C(C1=O)=O)OC (1-tert-butyl-3-methoxy-4,5-pyrazolinedione), C(C)(C)(C)N1NC(C(C1=O)=O)C(=O)O (1-tert-butyl-3-carboxy-4,5-pyrazolinedione), C(C)(C)(C)N1NC(C(C1=O)=O)C1=CC=C(C=C1)Cl (1-tert-butyl-3-(4′-chlorophenyl)-4,5-pyrazolinedione), C(C)(C)(C)N1NC(C(C1=O)=O)C1=CC(=CC=C1)[N+](=O)[O-] (1-tert-butyl-3-(3′-nitrophenyl)-4,5-pyrazolinedione). Yields the product C(C)(C)(C)N1NCC(C1=O)=O (1-tert-butyl-4,5-pyrazolinedione). As a reaction SMILES: [C:1]([N:5]1[C:9](=[O:10])[C:8](=[O:11])[CH:7](C)[NH:6]1)([CH3:4])([CH3:3])[CH3:2].C(N1C(=O)C(=O)C(C2C=CC=CC=2)N1)(C)(C)C.C(N1C(=O)C(=O)C(C2C=CC(Cl)=CC=2)N1)(C)(C)C.C(N1C(=O)C(=O)C(C2C=CC=C(OC)C=2)N1)(C)(C)C.C(N1C(=O)C(=O)C(C2C=CC(OC)=CC=2)N1)(C)(C)C.C(N1C(=O)C(=O)C(C2C=CC=C([N+]([O-])=O)C=2)N1)(C)(C)C.C(N1C(=O)C(=O)C(C2C=CC(C)=CC=2)N1)(C)(C)C.C(N1C(=O)C(=O)C(OC)N1)(C)(C)C.C(N1C(=O)C(=O)C(OCC)N1)(C)(C)C.C(N1C(=O)C(=O)C(N(C)C)N1)(C)(C)C.C(N1C(=O)C(=O)C(N(CC)CC)N1)(C)(C)C.C(N1C(=O)C(=O)C(NC(=O)C)N1)(C)(C)C.C(N1C(=O)C(=O)C(C(O)=O)N1)(C)(C)C.C(N1C(=O)C(=O)C(C(OC)=O)N1)(C)(C)C.C(N1C(=O)C(=O)C(C(OCC)=O)N1)(C)(C)C>>[C:1]([N:5]1[C:9](=[O:10])[C:8](=[O:11])[CH2:7][NH:6]1)([CH3:4])([CH3:2])[CH3:3]. Reported procedure: 1-tert-butyl-3-methyl-4,5-pyrazolinedione; 1-tert-butyl-3-phenyl-4,5-pyrazolinedione; 1-tert-butyl-3-(4′-chlorophenyl)-4,5-pyrazolinedione; 1-tert-butyl-3-(3′-methoxyphenyl)-4,5-pyrazolinedione; 1-tert-butyl-3-(4′-methoxyphenyl)-4,5-pyrazolinedione; 1-tert-butyl-3-(3′-nitrophenyl)-4,5-pyrazolinedione; 1-tert-butyl-3-(4′-methylphenyl)-4,5-pyrazolinedione; 1-tert-butyl-3-(2′-furyl)-4,5-pyrazolinedione; 1-tert-butyl-3-(2′-thienyl)-4,5-pyrazolinedione; 1-tert-butyl-3-(5′-pyrazolyl)-4,5-pyrazolinedio...